From a dataset of the Open Reaction Database (ORD), a public repository of structured organic reaction records. describe an organic reaction: reactants, conditions, products, and yield Reactants: Cc1ccc(S(=O)(=O)O)cc1, CCOCC, CCO, CCO, O, CN(CC(O)C(CC1CCOCC1)NC(=O)OC(C)(C)C)C(=O)OCC[Si](C)(C)C. Yields the product CN(CC(O)C(N)CC1CCOCC1)C(=O)OCC[Si](C)(C)C. RXN SMILES: [CH3:31][c:32]1[cH:33][cH:34][c:35]([S:36]([OH:37])(=[O:38])=[O:39])[cH:40][cH:41]1.[CH3:42][CH2:43][O:44][CH2:45][CH3:46].[CH3:47][CH2:48][OH:49].[CH3:50][CH2:51][OH:52].[OH2:53].[OH:1][CH:2]([CH:3]([CH2:4][CH:5]1[CH2:6][CH2:7][O:8][CH2:9][CH2:10]1)[NH:11][C:12](=[O:13])[O:14][C:15]([CH3:16])([CH3:17])[CH3:18])[CH2:19][N:20]([C:21](=[O:22])[O:23][CH2:24][CH2:25][Si:26]([CH3:27])([CH3:28])[CH3:29])[CH3:30]>>[OH:1][CH:2]([CH:3]([CH2:4][CH:5]1[CH2:6][CH2:7][O:8][CH2:9][CH2:10]1)[NH2:11])[CH2:19][N:20]([C:21](=[O:22])[O:23][CH2:24][CH2:25][Si:26]([CH3:27])([CH3:28])[CH3:29])[CH3:30]. The reactants are COC(CNC1=CC(=CC=C1)Cl)=O ((3-Chloro-phenylamino)-acetic acid methyl ester), [OH-].[Na+] (sodium hydroxide), O (water). The solvent is C(C)O (ethanol), C(C)(=O)OCC (ethyl acetate). Reaction conditions: temperature 60 celsius. Product: ClC=1C=C(C=CC1)NCC(=O)O ((3-chloro-phenylamino)-acetic acid). The yield is 86.2%. Reaction SMILES: C[O:2][C:3](=[O:13])[CH2:4][NH:5][C:6]1[CH:11]=[CH:10][CH:9]=[C:8]([Cl:12])[CH:7]=1.[OH-].[Na+].O>C(O)C.C(OCC)(=O)C>[Cl:12][C:8]1[CH:7]=[C:6]([NH:5][CH2:4][C:3]([OH:13])=[O:2])[CH:11]=[CH:10][CH:9]=1 |f:1.2|. Reported procedure: (3-Chloro-phenylamino)-acetic acid methyl ester (4 g, 20.0 mmol) and sodium hydroxide (4.00 g, 100 mmol) were combined in ethanol (60.0 mL) and water (10 mL) to give a light yellow solution which was heated at 60° C. for 4 hours. The reaction mixture was cooled to ambient temperature, diluted with ethyl acetate and washed with 1M aqueous hydrochloric acid. The organic layer was separated, dried over anhydrous sodium sulfate, filtered and concentrated in vacuo to give (3-chloro-phenylamino)-aceti...